From a dataset of the Open Reaction Database (ORD), a public repository of structured organic reaction records. describe an organic reaction: reactants, conditions, products, and yield Starting materials: CN(CC(=O)O)NC(=O)NCc1ccc(Cl)cc1, CCOC(OCC)C(C)N(Cc1csc2ccccc12)C(=O)C(N)CCCCNC(=O)OC(C)(C)C. The product is CCOC(OCC)C(C)N(Cc1csc2ccccc12)C(=O)C(CCCCNC(=O)OC(C)(C)C)NC(=O)CN(C)NC(=O)NCc1ccc(Cl)cc1. As a reaction SMILES: [Cl:1][c:2]1[cH:3][cH:4][c:5]([CH2:6][NH:7][C:8](=[O:9])[NH:10][N:11]([CH3:12])[CH2:13][C:14](=[O:15])[OH:16])[cH:17][cH:18]1.[NH2:19][CH:20]([CH2:21][CH2:22][CH2:23][CH2:24][NH:25][C:26]([O:27][C:28]([CH3:29])([CH3:30])[CH3:31])=[O:32])[C:33](=[O:34])[N:35]([CH:36]([CH:37]([O:38][CH2:39][CH3:40])[O:41][CH2:42][CH3:43])[CH3:44])[CH2:45][c:46]1[c:47]2[c:48]([s:49][cH:50]1)[cH:51][cH:52][cH:53][cH:54]2>>[Cl:1][c:2]1[cH:3][cH:4][c:5]([CH2:6][NH:7][C:8](=[O:9])[NH:10][N:11]([CH3:12])[CH2:13][C:14](=[O:16])[NH:19][CH:20]([CH2:21][CH2:22][CH2:23][CH2:24][NH:25][C:26]([O:27][C:28]([CH3:29])([CH3:30])[CH3:31])=[O:32])[C:33](=[O:34])[N:35]([CH:36]([CH:37]([O:38][CH2:39][CH3:40])[O:41][CH2:42][CH3:43])[CH3:44])[CH2:45][c:46]2[c:47]3[c:48]([s:49][cH:50]2)[cH:51][cH:52][cH:53][cH:54]3)[cH:17][cH:18]1.